Dataset: the Open Reaction Database (ORD), a public repository of structured organic reaction records. Task: describe an organic reaction: reactants, conditions, products, and yield Reactants: C1(CCCCC1)C(=O)O (cyclohexanecarboxylic acid), [OH-].[Na+] (NaOH), C(C)[C@@H]1[C@@H]([C@]2(C)[C@@H](C1)[C@@H]1CCC3=CC(CC[C@@H]3[C@H]1CC2)=O)OC(CBr)=O (16β-ethyl-17β-bromoacetoxy-4-estren-3-one), CN(C)C=O (DMF). Solvent: CC(=O)C (acetone). Product: C(C)[C@@H]1[C@@H]([C@]2(C)[C@@H](C1)[C@@H]1CCC3=CC(CC[C@@H]3[C@H]1CC2)=O)OC(COC(=O)C2CCCCC2)=O (16β-Ethyl-17β-cyclohexanecarbonyloxyacetoxy-4-estren-3-one). Isolated yield 88.2%. Reaction SMILES: [CH:1]1([C:7]([OH:9])=[O:8])[CH2:6][CH2:5][CH2:4][CH2:3][CH2:2]1.[OH-].[Na+].[CH2:12]([C@H:14]1[CH2:19][C@H:18]2[C@H:20]3[C@H:29]([CH2:30][CH2:31][C@:16]2([CH3:17])[C@H:15]1[O:33][C:34](=[O:37])[CH2:35]Br)[C@@H:28]1[C:23](=[CH:24][C:25](=[O:32])[CH2:26][CH2:27]1)[CH2:22][CH2:21]3)[CH3:13].CN(C=O)C>CC(C)=O>[CH2:12]([C@H:14]1[CH2:19][C@H:18]2[C@H:20]3[C@H:29]([CH2:30][CH2:31][C@:16]2([CH3:17])[C@H:15]1[O:33][C:34](=[O:37])[CH2:35][O:8][C:7]([CH:1]1[CH2:6][CH2:5][CH2:4][CH2:3][CH2:2]1)=[O:9])[C@@H:28]1[C:23](=[CH:24][C:25](=[O:32])[CH2:26][CH2:27]1)[CH2:22][CH2:21]3)[CH3:13] |f:1.2|. Procedure details: In 20 ml of acetone is dissolved 0.64 g of cyclohexanecarboxylic acid, and 2.5 ml of 2N-NaOH and then 1.0 g of 16β-ethyl-17β-bromoacetoxy-4-estren-3-one and 20 ml of DMF are serially added to the above solution. The mixture is refluxed for 5 hours, and thereafter treated in the same manner as Example 26. The reaction mixture is then chromatographed on a silica gel column. Following passage of 200 ml of n-hexane-diisopropyl ether (6:4), elution is carried out with 600 ml of a 1:1 mixture of the s...